Dataset: the Open Reaction Database (ORD), a public repository of structured organic reaction records. Task: describe an organic reaction: reactants, conditions, products, and yield Reactants: C(C1=CC=CC=C1)O[C@H](C)C=1OC2=CC=C(C=C2C(C1C1=CC(=CC=C1)F)=O)F ((R)-2-(1-(benzyloxy)ethyl)-6-fluoro-3-(3-fluorophenyl)-4H-chromen-4-one), [Cl-].[Al+3].[Cl-].[Cl-] (Aluminium chloride). The solvent is ClCCl (Dichloromethane). Run at time 1 hour. Yields the product FC=1C=C2C(C(=C(OC2=CC1)[C@@H](C)O)C1=CC(=CC=C1)F)=O ((R)-6-fluoro-3-(3-fluorophenyl)-2-(1-hydroxyethyl)-4H-chromen-4-one). Yield: 80.6%. Reaction SMILES: C([O:8][C@@H:9]([C:11]1[O:12][C:13]2[C:18]([C:19](=[O:28])[C:20]=1[C:21]1[CH:26]=[CH:25][CH:24]=[C:23]([F:27])[CH:22]=1)=[CH:17][C:16]([F:29])=[CH:15][CH:14]=2)[CH3:10])C1C=CC=CC=1.[Cl-].[Al+3].[Cl-].[Cl-]>ClCCl>[F:29][C:16]1[CH:17]=[C:18]2[C:13](=[CH:14][CH:15]=1)[O:12][C:11]([C@H:9]([OH:8])[CH3:10])=[C:20]([C:21]1[CH:26]=[CH:25][CH:24]=[C:23]([F:27])[CH:22]=1)[C:19]2=[O:28] |f:1.2.3.4|. Reported procedure: To (R)-2-(1-(benzyloxy)ethyl)-6-fluoro-3-(3-fluorophenyl)-4H-chromen-4-one (10.5 g, 26.69 mmol) in Dichloromethane (110 ml) cooled to 0° C., anhydrous Aluminium chloride (5.35 g, 40.03 mmol) was added portion wise and stirred for 1 h and then at RT for 2 h. The reaction mixture was quenched with dilute aq. HCl (10 ml), extracted with Dichloromethane (2×50 ml). The organic layer was dried over sodium sulphate and concentrated under reduced pressure. The crude product was purified by column chroma... The reactants are solution, CON(C(=O)C=1N(C(=CC1)C1=CC=CC=C1)CC1=CC=C(C=C1)F)C (1-(4-fluorobenzyl)-5-phenyl-1H-pyrrole-2-carboxylic acid methoxy-methylamide), C1CCOC1 (THF), C[Li] (methyllithium). Solvent: CCOCC (Et2O). Conditions: temperature -78 celsius, time 30 minute. The product is FC1=CC=C(CN2C(=CC=C2C2=CC=CC=C2)C(C)=O)C=C1 (1-[1-(4-fluorobenzyl)-5-phenyl-1H-pyrrol-2-yl]ethanone). As a reaction SMILES: CON(C)[C:4]([C:6]1[N:7]([CH2:17][C:18]2[CH:23]=[CH:22][C:21]([F:24])=[CH:20][CH:19]=2)[C:8]([C:11]2[CH:16]=[CH:15][CH:14]=[CH:13][CH:12]=2)=[CH:9][CH:10]=1)=[O:5].[CH2:26]1COCC1.C[Li]>CCOCC>[F:24][C:21]1[CH:20]=[CH:19][C:18]([CH2:17][N:7]2[C:8]([C:11]3[CH:16]=[CH:15][CH:14]=[CH:13][CH:12]=3)=[CH:9][CH:10]=[C:6]2[C:4](=[O:5])[CH3:26])=[CH:23][CH:22]=1. Reported procedure: To a 100 mL round bottomed flask with a stirring bar and an argon inlet was added 1-(4-fluorobenzyl)-5-phenyl-1H-pyrrole-2-carboxylic acid methoxy-methylamide AV-7-1 (0.726 g, 2.16 mmol) and dry THF (20 mL). This solution was cooled to −78° C. and methyllithium (3.39 mL of a 1.4 M solution in Et2O, 4.75 mmol). The mixture was stirred 30 min at −78° C. then the reaction was quenched with saturated aqueous NH4Cl solution. The mixture was warmed to room temperature and stirred 2 h. The layers were ... As a reaction SMILES: [Cl:1][CH2:2][CH2:3][CH2:4][CH2:5][CH2:6][CH2:7][S:8][c:9]1[cH:10][cH:11][cH:12][cH:13][cH:14]1.[NH:15]1[CH2:16][CH2:17][CH:18]([c:21]2[cH:22][c:23]([NH:27][C:28]([CH2:29][CH3:30])=[O:31])[cH:24][cH:25][cH:26]2)[CH2:19][CH2:20]1>>[CH2:2]([CH2:3][CH2:4][CH2:5][CH2:6][CH2:7][S:8][c:9]1[cH:10][cH:11][cH:12][cH:13][cH:14]1)[N:15]1[CH2:16][CH2:17][CH:18]([c:21]2[cH:22][c:23]([NH:27][C:28]([CH2:29][CH3:30])=[O:31])[cH:24][cH:25][cH:26]2)[CH2:19][CH2:20]1. Product: CCC(=O)Nc1cccc(C2CCN(CCCCCCSc3ccccc3)CC2)c1. The reactants are ClCCCCCCSc1ccccc1, CCC(=O)Nc1cccc(C2CCNCC2)c1. Reactants: CCOC(=O)C(CCc1ccccc1)NC(C)C(=O)N1C(=O)N(Cc2ccccc2)CC1C(=O)OCc1ccccc1, [Pd]. The product is CCOC(=O)C(CCc1ccccc1)NC(C)C(=O)N1C(=O)N(Cc2ccccc2)CC1C(=O)O. As a reaction SMILES: [CH2:1]([c:2]1[cH:3][cH:4][cH:5][cH:6][cH:7]1)[N:8]1[C:9](=[O:42])[N:10]([C:23]([CH:24]([CH3:25])[NH:26][CH:27]([CH2:28][CH2:29][c:30]2[cH:31][cH:32][cH:33][cH:34][cH:35]2)[C:36](=[O:37])[O:38][CH2:39][CH3:40])=[O:41])[CH:11]([C:13](=[O:14])[O:15][CH2:16][c:17]2[cH:18][cH:19][cH:20][cH:21][cH:22]2)[CH2:12]1.[Pd:43]>>[CH2:1]([c:2]1[cH:3][cH:4][cH:5][cH:6][cH:7]1)[N:8]1[C:9](=[O:42])[N:10]([C:23]([CH:24]([CH3:25])[NH:26][CH:27]([CH2:28][CH2:29][c:30]2[cH:31][cH:32][cH:33][cH:34][cH:35]2)[C:36](=[O:37])[O:38][CH2:39][CH3:40])=[O:41])[CH:11]([C:13](=[O:14])[OH:15])[CH2:12]1. Starting materials: ClC1=CC=C(OC(C(=O)O)(C)C)C=C1 (p-chlorophenoxy-2-methylpropionic acid), ClCCO (2-chloroethanol), Cl (HCl). The product is ClC1=CC=C(OC(C(=O)OCCCl)(C)C)C=C1 (1-(2-p-chlorophenoxy-2-methylpropionyloxy)-2-chloro-ethane). RXN SMILES: [Cl:1][C:2]1[CH:14]=[CH:13][C:5]([O:6][C:7]([CH3:12])([CH3:11])[C:8]([OH:10])=[O:9])=[CH:4][CH:3]=1.[Cl:15][CH2:16][CH2:17]O.Cl>>[Cl:1][C:2]1[CH:3]=[CH:4][C:5]([O:6][C:7]([CH3:12])([CH3:11])[C:8]([O:10][CH2:17][CH2:16][Cl:15])=[O:9])=[CH:13][CH:14]=1. Procedure: 107.3 g (0.5 mole) of p-chlorophenoxy-2-methylpropionic acid are dissolved in 241.5 g (3 moles) of 2-chloroethanol. The solution is saturated with HCl gas. The excess of solvent is distilled under 11 Torr. The ester is distilled under 0.02 Torr, at a temperature of 97°-98°.